This data is from the Open Reaction Database (ORD), a public repository of structured organic reaction records. The task is: describe an organic reaction: reactants, conditions, products, and yield The reactants are C(#C)C=1C=NN2C1N=C(C=C2C(F)(F)F)C2=CC=C(C=C2)C(F)(F)F (3-ethynyl-7-trifluoromethyl-5-(4-trifluoromethyl-phenyl)-pyrazolo[1,5-a]pyrimidine), NC1=NC=C(N=C1)Br (2-amino-5-bromo-pyrazine). Yields the product FC(C1=CC(=NC=2N1N=CC2C#CC=2N=CC(=NC2)N)C2=CC=C(C=C2)C(F)(F)F)(F)F (5-[7-Trifluoromethyl-5-(4-trifluoromethyl-phenyl)-pyrazolo[1,5-a]pyrimidin-3-ylethynyl]-pyrazin-2-ylamine), solid. Yield: 28.0%. As a reaction SMILES: [C:1]([C:3]1[CH:4]=[N:5][N:6]2[C:11]([C:12]([F:15])([F:14])[F:13])=[CH:10][C:9]([C:16]3[CH:21]=[CH:20][C:19]([C:22]([F:25])([F:24])[F:23])=[CH:18][CH:17]=3)=[N:8][C:7]=12)#[CH:2].[NH2:26][C:27]1[CH:32]=[N:31][C:30](Br)=[CH:29][N:28]=1>>[F:15][C:12]([F:14])([F:13])[C:11]1[N:6]2[N:5]=[CH:4][C:3]([C:1]#[C:2][C:30]3[N:31]=[CH:32][C:27]([NH2:26])=[N:28][CH:29]=3)=[C:7]2[N:8]=[C:9]([C:16]2[CH:21]=[CH:20][C:19]([C:22]([F:25])([F:24])[F:23])=[CH:18][CH:17]=2)[CH:10]=1. Procedure: The title compound was prepared from 3-ethynyl-7-trifluoromethyl-5-(4-trifluoromethyl-phenyl)-pyrazolo[1,5-a]pyrimidine (example C.1) (178 mg, 0.5 mmol) and commercially available 2-amino-5-bromo-pyrazine (87 mg, 0.5 mmol) according to general procedure II. Obtained as an orange solid (63 mg, 28%). MS (EI) 448.0 [(M)+]; mp 200° C. The reactants are FC1=CC=C(C=C1)C1(C(=C(C2=CC=CC=C12)C1=CC2=C(C=C1)OCO2)C(=O)OCC)O (ethyl (1RS)-1-(4-fluorophenyl)-1-hydroxy-3-(3,4-methylenedioxyphenyl)indene-2-carboxylate), C(C)[SiH](CC)CC (triethylsilane), FC1=CC=C(C=C1)C1C(=C(C2=CC=CC=C12)C1=CC2=C(C=C1)OCO2)C(=O)OCC (Ethyl (RS)-1-(4-Fluorophenyl)-3-(3,4-methylenedioxyphenyl)indene-2-carboxylate), B(F)(F)F.CCOCC (boron trifluoride etherate), Cl (HCl). The solvent is C(Cl)Cl (CH2Cl2). Conditions: time 15 minute. The product is FC1=CC=C(C=C1)C1C(C(C2=CC=CC=C12)C1=CC2=C(C=C1)OCO2)C(=O)O (1-(4-Fluorophenyl)-3-(3,4-methylenedioxyphenyl)indane-2-carboxylic acid). Isolated yield 90.0%. RXN SMILES: [F:1][C:2]1[CH:7]=[CH:6][C:5]([CH:8]2[C:16]3[C:11](=[CH:12][CH:13]=[CH:14][CH:15]=3)[C:10]([C:17]3[CH:22]=[CH:21][C:20]4[O:23][CH2:24][O:25][C:19]=4[CH:18]=3)=[C:9]2[C:26]([O:28]CC)=[O:27])=[CH:4][CH:3]=1.FC1C=CC(C2(O)C3C(=CC=CC=3)C(C3C=CC4OCOC=4C=3)=C2C(OCC)=O)=CC=1.C([SiH](CC)CC)C.B(F)(F)F.CCOCC.Cl>C(Cl)Cl>[F:1][C:2]1[CH:7]=[CH:6][C:5]([CH:8]2[C:16]3[C:11](=[CH:12][CH:13]=[CH:14][CH:15]=3)[CH:10]([C:17]3[CH:22]=[CH:21][C:20]4[O:23][CH2:24][O:25][C:19]=4[CH:18]=3)[CH:9]2[C:26]([OH:28])=[O:27])=[CH:4][CH:3]=1 |f:3.4|. Procedure: Ethyl (RS)-1-(4-Fluorophenyl)-3-(3,4-methylenedioxyphenyl)indene-2-carboxylate. To a solution of ethyl (1RS)-1-(4-fluorophenyl)-1-hydroxy-3-(3,4-methylenedioxyphenyl)indene-2-carboxylate (45 mg, 0.11 mmol) in CH2Cl2 (3 ml) at 0° C. was added triethylsilane (38 μl, 0.24 mmol), followed by boron trifluoride etherate (121 μl, 0.98 mmol). The reaction mixture was allowed to warm to room temperature and stirred for 15 min, at which time was added slowly 3M HCl. The mixture was extracted with EtOAc. T... The reactants are C(\C=C(/C)\CCC=C(C)C)C1=C(C(=S)O)C=CC=C1 (2-geranylthiobenzoic acid), NCC1N(CCC1)CC (2-aminomethyl-1-ethylpyrrolidine). Yields the product C(C)N1C(CCC1)CNC(C1=C(C=CC=C1)C\C=C(/C)\CCC=C(C)C)=S (1-ethyl-2-(2-geranylthiobenzoylaminomethyl)pyrrolidine). Isolated yield 54.0%. Reaction SMILES: [CH2:1]([C:11]1[CH:19]=[CH:18][CH:17]=[CH:16][C:12]=1[C:13](O)=[S:14])/[CH:2]=[C:3](/[CH2:5][CH2:6][CH:7]=[C:8]([CH3:10])[CH3:9])\[CH3:4].[NH2:20][CH2:21][CH:22]1[CH2:26][CH2:25][CH2:24][N:23]1[CH2:27][CH3:28]>>[CH2:27]([N:23]1[CH2:24][CH2:25][CH2:26][CH:22]1[CH2:21][NH:20][C:13](=[S:14])[C:12]1[CH:16]=[CH:17][CH:18]=[CH:19][C:11]=1[CH2:1]/[CH:2]=[C:3](/[CH2:5][CH2:6][CH:7]=[C:8]([CH3:10])[CH3:9])\[CH3:4])[CH3:28]. Reported procedure: In a manner identical to Example 15, 2-geranylthiobenzoic acid (2.03 g) was subjected to a condensation reaction with 2-aminomethyl-1-ethylpyrrolidine (1.0 ml), thereby yielding 1.52 g (54%) of the aimed compound. The reactants are ClC1=C(C(=O)O)C=CC=C1C(F)(F)F (2-chloro-3-trifluoromethylbenzoic acid), FC1(CCC(CC1)(C=1C=NC(=NC1)C(F)(F)F)CN)F ([4,4-Difluoro-1-(2-(trifluoromethyl)pyrimidin-5-yl)cyclohexyl]methanamine). Yields the product ClC1=C(C(=O)NCC2(CCC(CC2)(F)F)C=2C=NC(=NC2)C(F)(F)F)C=CC=C1C(F)(F)F (2-Chloro-N-((4,4-difluoro-1-(2-(trifluoromethyl)pyrimidin-5-yl)cyclohexyl)methyl)-3-(trifluoromethyl)benzamide). As a reaction SMILES: [Cl:1][C:2]1[C:10]([C:11]([F:14])([F:13])[F:12])=[CH:9][CH:8]=[CH:7][C:3]=1[C:4]([OH:6])=O.[F:15][C:16]1([F:34])[CH2:21][CH2:20][C:19]([CH2:32][NH2:33])([C:22]2[CH:23]=[N:24][C:25]([C:28]([F:31])([F:30])[F:29])=[N:26][CH:27]=2)[CH2:18][CH2:17]1>>[Cl:1][C:2]1[C:10]([C:11]([F:14])([F:13])[F:12])=[CH:9][CH:8]=[CH:7][C:3]=1[C:4]([NH:33][CH2:32][C:19]1([C:22]2[CH:23]=[N:24][C:25]([C:28]([F:31])([F:30])[F:29])=[N:26][CH:27]=2)[CH2:20][CH2:21][C:16]([F:15])([F:34])[CH2:17][CH2:18]1)=[O:6]. Procedure details: From 2-chloro-3-trifluoromethylbenzoic acid and [4,4-Difluoro-1-(2-(trifluoromethyl)pyrimidin-5-yl)cyclohexyl]methanamine. LCMS (MH+): m/z=502.1, tR (minutes, Method F)=3.25 Starting materials: C[C@@]1(OC(CC1)=O)C(=O)O ((S)-(-)-2-methyl-5-oxotetrahydro-2-furoic acid), O1CCCC1 (tetrahydrofuran). Solvent: O (H2O). Conditions: time 0.5 hour. The product is OC[C@@]1(CCC(O1)=O)C ((S)-(+)-5-(hydroxymethyl)-5-methyldihydro-2(3H)-furanone). As a reaction SMILES: [CH3:1][C@@:2]1([C:8](O)=[O:9])[CH2:6][CH2:5][C:4](=[O:7])[O:3]1.O1CCCC1>O>[OH:9][CH2:8][C@@:2]1([CH3:1])[O:3][C:4](=[O:7])[CH2:5][CH2:6]1. Procedure: To a solution of 14.8 g. (102.7 mmol) of (S)-(-)-2-methyl-5-oxotetrahydro-2-furoic acid mp 84°-87° C.; [α]25D-16.56° in 70 ml. of dry tetrahydrofuran (THF) was added 10.1 ml. (8.1 g.; 106.7 mmol) of borane-methyl sulphide complex, dropwise, with stirring over a 0.5 hr. period. Occasional ice-bath cooling was employed to maintain the internal temperature below 30°. After stirring at room temperature for 1.5 hr., the reaction mixture was cautiously decomposed by the dropwise addition of 6.2 ml. of... Starting materials: CN(C(=O)Cl)C1=CC=CC=C1 (N-methyl-N-phenylcarbamoyl chloride), NCCN1C(=NC=2C(=NC(=C(C21)C)C)N)C (1-(2-aminoethyl)-2,6,7-trimethyl-1H-imidazo[4,5-c]pyridin-4-amine). The product is NC1=NC(=C(C2=C1N=C(N2CCNC(N(C2=CC=CC=C2)C)=O)C)C)C (N′-[2-(4-amino-2,6,7-trimethyl-1H-imidazo[4,5-c]pyridin-1-yl)ethyl]-N-methyl-N-phenylurea). RXN SMILES: [CH3:1][N:2]([C:6]1[CH:11]=[CH:10][CH:9]=[CH:8][CH:7]=1)[C:3](Cl)=[O:4].[NH2:12][CH2:13][CH2:14][N:15]1[C:23]2[C:22]([CH3:24])=[C:21]([CH3:25])[N:20]=[C:19]([NH2:26])[C:18]=2[N:17]=[C:16]1[CH3:27]>>[NH2:26][C:19]1[C:18]2[N:17]=[C:16]([CH3:27])[N:15]([CH2:14][CH2:13][NH:12][C:3](=[O:4])[N:2]([CH3:1])[C:6]3[CH:11]=[CH:10][CH:9]=[CH:8][CH:7]=3)[C:23]=2[C:22]([CH3:24])=[C:21]([CH3:25])[N:20]=1. Procedure details: Using the method of Examples 118-133, N-methyl-N-phenylcarbamoyl chloride was reacted with 1-(2-aminoethyl)-2,6,7-trimethyl-1H-imidazo[4,5-c]pyridin-4-amine to provide the desired compound. The observed accurate mass was 353.2073. The reactants are CC1([C@@H](NCCS1)C(=O)OC)C (Methyl (3S)-2,2-dimethyl-3-thiomorpholinecarboxylate), CN1CCOCC1 (N-methylmorpholine), C(C=C=C)OC1=CC=C(C=C1)S(=O)(=O)Cl (4-(2,3-Butadienyloxy)benzenesulfonyl chloride). Solvent: C(Cl)Cl (methylene chloride). Run at time 15 hour. Yields the product C(C=C=C)OC1=CC=C(C=C1)S(=O)(=O)N1[C@H](C(SCC1)(C)C)C(=O)OC (Methyl (3S)-4-{[4-(2,3-butadienyloxy)phenyl]sulfonyl}-2,2-dimethyl-3-thiomorpholinecarboxylate). The yield is 52.2%. RXN SMILES: [CH3:1][C:2]1([CH3:12])[S:7][CH2:6][CH2:5][NH:4][C@H:3]1[C:8]([O:10][CH3:11])=[O:9].CN1CCOCC1.[CH2:20]([O:24][C:25]1[CH:30]=[CH:29][C:28]([S:31](Cl)(=[O:33])=[O:32])=[CH:27][CH:26]=1)[CH:21]=[C:22]=[CH2:23]>C(Cl)Cl>[CH2:20]([O:24][C:25]1[CH:30]=[CH:29][C:28]([S:31]([N:4]2[CH2:5][CH2:6][S:7][C:2]([CH3:12])([CH3:1])[C@@H:3]2[C:8]([O:10][CH3:11])=[O:9])(=[O:33])=[O:32])=[CH:27][CH:26]=1)[CH:21]=[C:22]=[CH2:23]. Procedure details: To a solution of product from Example 23 (155 mg, 0.82 mmol) in methylene chloride (5 ml) was added N-methylmorpholine (0.180 ml, 1.64 mmol) followed by the product from Example 5 (200 mg, 0.82 mmol). The resulting mixture was stirred for 15 hours at room temperature. The solvent was removed in vacuo and the residue dissolved in ethyl acetate. The organic layer was washed with 1N hydrochloric acid, saturated sodium bicarbonate, saturated sodium chloride and dried over anhydrous sodium sulfate. T...